From a dataset of the Open Reaction Database (ORD), a public repository of structured organic reaction records. describe an organic reaction: reactants, conditions, products, and yield Starting materials: [O-][n+]1ccccc1C(F)(F)F, O=[N+]([O-])O, O=S(=O)(O)O. The product is O=[N+]([O-])c1cc[n+]([O-])c(C(F)(F)F)c1. RXN SMILES: [F:1][C:2]([c:3]1[n+:4]([O-:9])[cH:5][cH:6][cH:7][cH:8]1)([F:10])[F:11].[OH:12][N+:13]([O-:14])=[O:15].[S:16](=[O:17])(=[O:18])([OH:19])[OH:20]>>[F:1][C:2]([c:3]1[n+:4]([O-:9])[cH:5][cH:6][c:7]([N+:13](=[O:12])[O-:14])[cH:8]1)([F:10])[F:11].